Dataset: the Open Reaction Database (ORD), a public repository of structured organic reaction records. Task: describe an organic reaction: reactants, conditions, products, and yield Starting materials: S1C(=NC2=C1C=CC=C2)N(C(=O)C=2C=CC=C1CCN(CC21)C=2SC(=C(N2)C(=O)OCC)Br)COCC[Si](C)(C)C (ethyl 2-(8-(benzo[d]thiazol-2-yl((2-(trimethylsilyl)ethoxy)methyl)carbamoyl)-3,4-dihydroisoquinolin-2(1H)-yl)-5-bromothiazole-4-carboxylate), S1C(=NC2=C1C=CC=C2)NC(=O)C=2C=CC=C1CCN(CC21)C=2SC(=C(N2)C(=O)[O-])I (2-(8-(benzo[d]thiazol-2-ylcarbamoyl)-3,4-dihydroisoquinolin-2(1H)-yl)-5-iodothiazole-4-carboxylate). The product is S1C(=NC2=C1C=CC=C2)N(C(=O)C=2C=CC=C1CCN(CC21)C=2SC(=C(N2)C(=O)OC)I)COCC[Si](C)(C)C (methyl 2-(8-(benzo[d]thiazol-2-yl((2-(trimethylsilyl)ethoxy)methyl)carbamoyl)-3,4-dihydroisoquinolin-2(1H)-yl)-5-iodothiazole-4-carboxylate). Reaction SMILES: [S:1]1[C:5]2[CH:6]=[CH:7][CH:8]=[CH:9][C:4]=2[N:3]=[C:2]1[N:10]([CH2:34][O:35][CH2:36][CH2:37][Si:38]([CH3:41])([CH3:40])[CH3:39])[C:11]([C:13]1[CH:14]=[CH:15][CH:16]=[C:17]2[C:22]=1[CH2:21][N:20]([C:23]1[S:24][C:25](Br)=[C:26]([C:28]([O:30][CH2:31]C)=[O:29])[N:27]=1)[CH2:19][CH2:18]2)=[O:12].S1C2C=CC=CC=2N=C1NC(C1C=CC=C2C=1CN(C1SC([I:72])=C(C([O-])=O)N=1)CC2)=O>>[S:1]1[C:5]2[CH:6]=[CH:7][CH:8]=[CH:9][C:4]=2[N:3]=[C:2]1[N:10]([CH2:34][O:35][CH2:36][CH2:37][Si:38]([CH3:41])([CH3:40])[CH3:39])[C:11]([C:13]1[CH:14]=[CH:15][CH:16]=[C:17]2[C:22]=1[CH2:21][N:20]([C:23]1[S:24][C:25]([I:72])=[C:26]([C:28]([O:30][CH3:31])=[O:29])[N:27]=1)[CH2:19][CH2:18]2)=[O:12]. Reported procedure: Compound 47D was prepared in a similar manner to the synthesis of compound 34C by substituting compound 34B with compound 8C in step 3 of Example 34: APCI (+)/LC/MS: 707 (M+H). The reactants are [OH-].[K+] (Potassium hydroxide), NC1=C(SC=2N=C(N=C(C21)C2=CC(=CC=C2)N)C2=CC=CC=C2)C(=O)OCC (ethyl 5-amino-4-(3-aminophenyl)-2-phenyl-thieno[2,3-d]pyrimidine-6-carboxylate). Solvent: O1CCOCC1 (1,4-dioxane), O (water). Conditions: temperature 0 celsius, time 16 hour. Yields the product NC1=C(SC=2N=C(N=C(C21)C2=CC(=CC=C2)N)C2=CC=CC=C2)C(=O)O (5-Amino-4-(3-aminophenyl)-2-phenyl-thieno[2,3-d]pyrimidine-6-carboxylic acid). Reaction SMILES: [OH-].[K+].[NH2:3][C:4]1[C:12]2[C:11]([C:13]3[CH:18]=[CH:17][CH:16]=[C:15]([NH2:19])[CH:14]=3)=[N:10][C:9]([C:20]3[CH:25]=[CH:24][CH:23]=[CH:22][CH:21]=3)=[N:8][C:7]=2[S:6][C:5]=1[C:26]([O:28]CC)=[O:27]>O1CCOCC1.O>[NH2:3][C:4]1[C:12]2[C:11]([C:13]3[CH:18]=[CH:17][CH:16]=[C:15]([NH2:19])[CH:14]=3)=[N:10][C:9]([C:20]3[CH:25]=[CH:24][CH:23]=[CH:22][CH:21]=3)=[N:8][C:7]=2[S:6][C:5]=1[C:26]([OH:28])=[O:27] |f:0.1|. Procedure: Potassium hydroxide (20.0 g) was added to a solution of ethyl 5-amino-4-(3-aminophenyl)-2-phenyl-thieno[2,3-d]pyrimidine-6-carboxylate (example 31(e), 17.0 g) in a mixture of 1,4-dioxane (210 ml) and water (80 ml). After 16 h at 90° C., the mixture was cooled to 0° C. The resulting precipitate was filtered off, suspended in water (300 ml) and cooled to 0° C. The mixture was acidified to pH 3 by adding 2N aq. citric acid and stirred at 0° C. up to room temperature for 2 h. The resulting precipita...